This data is from the Open Reaction Database (ORD), a public repository of structured organic reaction records. The task is: describe an organic reaction: reactants, conditions, products, and yield Conditions: time 5 minute. The product is NC(=NC(=O)C=1C=C2C(=CC=NC2=CC1)C1=C(C=C(C=C1F)F)F)N1N=C(C=C1C)C (N-[1-amino(3,5-dimethyl-1H-pyrazol-1-yl)methylene]-4-(2,4,6-trifluorophenyl)quinoline-6-carboxamide). Run in O (water), CN(C)C=O (DMF). RXN SMILES: [F:1][C:2]1[CH:7]=[C:6]([F:8])[CH:5]=[C:4]([F:9])[C:3]=1[C:10]1[C:19]2[C:14](=[CH:15][CH:16]=[C:17]([C:20](O)=[O:21])[CH:18]=2)[N:13]=[CH:12][CH:11]=1.CCN=C=NCCCN(C)C.Cl.C1C=CC2N(O)N=NC=2C=1.[N+]([O-])(O)=O.[CH3:49][C:50]1[CH:54]=[C:53]([CH3:55])[N:52]([C:56](=[NH:58])[NH2:57])[N:51]=1.CCN(C(C)C)C(C)C>O.CN(C=O)C>[NH2:58][C:56]([N:52]1[C:53]([CH3:55])=[CH:54][C:50]([CH3:49])=[N:51]1)=[N:57][C:20]([C:17]1[CH:18]=[C:19]2[C:14](=[CH:15][CH:16]=1)[N:13]=[CH:12][CH:11]=[C:10]2[C:3]1[C:2]([F:1])=[CH:7][C:6]([F:8])=[CH:5][C:4]=1[F:9])=[O:21] |f:1.2,4.5|. Starting materials: [N+](=O)(O)[O-].CC1=NN(C(=C1)C)C(N)=N (3,5-dimethyl-1H-pyrazole-1-carboximidamide nitrate), CCN(C(C)C)C(C)C (DIPEA), FC1=C(C(=CC(=C1)F)F)C1=CC=NC2=CC=C(C=C12)C(=O)O (4-(2,4,6-trifluorophenyl)quinoline-6-carboxylic acid), CCN=C=NCCCN(C)C.Cl (WSC hydrochloride), C=1C=CC2=C(C1)N=NN2O (HOBt). Yield: 85.0%. Procedure: A mixture of 4-(2,4,6-trifluorophenyl)quinoline-6-carboxylic acid (118 mg), WSC hydrochloride (112 mg), HOBt (37 mg), and DMF (4 mL) was stirred at room temperature for 5 minutes, and then 3,5-dimethyl-1H-pyrazole-1-carboximidamide nitrate (94 mg) and DIPEA (76 mg) were added thereto, followed by stirring for an additional 24 hours. The reaction mixture was diluted with water, and the precipitate was collected by filtration to obtain N-[1-amino(3,5-dimethyl-1H-pyrazol-1-yl)methylene]-4-(2,4,6-tr... The reactants are OC(=O)C(F)(F)F.N1CC(C1)NC(CNC1=NOC2=C1C=C(C=C2)C(F)(F)F)=O (N-Azetidin-3-yl-2-(5-trifluoromethyl-benzo[d]isoxazol-3-ylamino)-acetamide TFA salt), C(C)OC(=O)C1CCC(CC1)=O (4-oxo-cyclohexanecarboxylic acid ethyl ester). The product is C(C)OC(=O)C1CCC(CC1)N1CC(C1)NC(CNC1=NOC2=C1C=C(C=C2)C(F)(F)F)=O (4-{3-[2-(5-Trifluoromethyl-benzo[d]isoxazol-3-ylamino)-acetylamino]-azetidin-1-yl}-cyclohexanecarboxylic acid ethyl ester). RXN SMILES: OC(C(F)(F)F)=O.[NH:8]1[CH2:11][CH:10]([NH:12][C:13](=[O:29])[CH2:14][NH:15][C:16]2[C:20]3[CH:21]=[C:22]([C:25]([F:28])([F:27])[F:26])[CH:23]=[CH:24][C:19]=3[O:18][N:17]=2)[CH2:9]1.[CH2:30]([O:32][C:33]([CH:35]1[CH2:40][CH2:39][C:38](=O)[CH2:37][CH2:36]1)=[O:34])[CH3:31]>>[CH2:30]([O:32][C:33]([CH:35]1[CH2:40][CH2:39][CH:38]([N:8]2[CH2:11][CH:10]([NH:12][C:13](=[O:29])[CH2:14][NH:15][C:16]3[C:20]4[CH:21]=[C:22]([C:25]([F:27])([F:26])[F:28])[CH:23]=[CH:24][C:19]=4[O:18][N:17]=3)[CH2:9]2)[CH2:37][CH2:36]1)=[O:34])[CH3:31] |f:0.1|. Reported procedure: The title compound was prepared as a white solid from reaction of (N-Azetidin-3-yl-2-(5-trifluoromethyl-benzo[d]isoxazol-3-ylamino)-acetamide TFA salt (as prepared in Example 1, Step D) and 4-oxo-cyclohexanecarboxylic acid ethyl ester using the procedure described in Step E of Example 1.